From a dataset of the Open Reaction Database (ORD), a public repository of structured organic reaction records. describe an organic reaction: reactants, conditions, products, and yield The reactants are ClC1=C(C=C(C=N1)O)F (6-chloro-5-fluoropyridin-3-ol), C(=O)([O-])[O-].[Na+].[Na+] (Na2CO3), II (I2), Cl (HCl). As a reaction SMILES: [Cl:1][C:2]1[N:7]=[CH:6][C:5]([OH:8])=[CH:4][C:3]=1[F:9].C([O-])([O-])=O.[Na+].[Na+].[I:16]I.Cl>O.CCOC(C)=O>[Cl:1][C:2]1[N:7]=[C:6]([I:16])[C:5]([OH:8])=[CH:4][C:3]=1[F:9] |f:1.2.3|. Procedure details: To a solution of 6-chloro-5-fluoropyridin-3-ol (307.8 mg, 2.08 mmol) in water (11 mL) was added Na2CO3 (441 mg, 4.16 mmol) and I2 (549 mg, 2.08 mmol). After 2 hours, the reaction mixture was acidified with 1 N HCl to pH 3, diluted with EtOAc (100 mL), and washed with aq. NaHSO3 and brine (50 mL each). The organic layer was dried over Na2SO4, filtered and concentrated to afford 6-chloro-5-fluoro-2-iodopyridin-3-ol. LCMS=273.9 (M+1)+. 1H NMR (CDCl3, 500 MHz) δ 7.11 (d, J=8.5 Hz, 1H), 5.47 (d, J=1.... Yields the product ClC1=C(C=C(C(=N1)I)O)F (6-chloro-5-fluoro-2-iodopyridin-3-ol). Reaction conditions: time 2 hour. Run in O (water), CCOC(=O)C (EtOAc).